From a dataset of the Open Reaction Database (ORD), a public repository of structured organic reaction records. describe an organic reaction: reactants, conditions, products, and yield Reactants: C1=CC=CC=2C3=CC=CC=C3C(C12)COC(=O)N1CC(CCC1)NC1=C2C(=NC=C1[N+](=O)[O-])N(C=C2)S(=O)(=O)C2=CC=CC=C2 (3-(1-benzenesulfonyl-5-nitro-1H-pyrrolo[2,3-b]pyridin-4-ylamino)-piperidine-1-carboxylic acid 9H-fluoren-9-ylmethyl ester), C1CCOC1 (THF). Reagents/catalysts: [Pd] (palladium on carbon). Solvent: CCO (EtOH). Conditions: temperature 50 celsius, time 6 hour. Yields the product C1=CC=CC=2C3=CC=CC=C3C(C12)COC(=O)N1CC(CCC1)NC1=C2C(=NC=C1N)N(C=C2)S(=O)(=O)C2=CC=CC=C2 (3-(5-amino-1-benzenesulfonyl-1H-pyrrolo[2,3-b]pyridin-4-ylamino)-piperidine-1-carboxylic acid 9H-fluoren-9-ylmethyl ester). Isolated yield 85.1%. As a reaction SMILES: [CH:1]1[C:13]2[CH:12]([CH2:14][O:15][C:16]([N:18]3[CH2:23][CH2:22][CH2:21][CH:20]([NH:24][C:25]4[C:30]([N+:31]([O-])=O)=[CH:29][N:28]=[C:27]5[N:34]([S:37]([C:40]6[CH:45]=[CH:44][CH:43]=[CH:42][CH:41]=6)(=[O:39])=[O:38])[CH:35]=[CH:36][C:26]=45)[CH2:19]3)=[O:17])[C:11]3[C:6](=[CH:7][CH:8]=[CH:9][CH:10]=3)[C:5]=2[CH:4]=[CH:3][CH:2]=1.C1COCC1>[Pd].CCO>[CH:1]1[C:13]2[CH:12]([CH2:14][O:15][C:16]([N:18]3[CH2:23][CH2:22][CH2:21][CH:20]([NH:24][C:25]4[C:30]([NH2:31])=[CH:29][N:28]=[C:27]5[N:34]([S:37]([C:40]6[CH:41]=[CH:42][CH:43]=[CH:44][CH:45]=6)(=[O:39])=[O:38])[CH:35]=[CH:36][C:26]=45)[CH2:19]3)=[O:17])[C:11]3[C:6](=[CH:7][CH:8]=[CH:9][CH:10]=3)[C:5]=2[CH:4]=[CH:3][CH:2]=1. Reported procedure: A suspension of 3-(1-benzenesulfonyl-5-nitro-1H-pyrrolo[2,3-b]pyridin-4-ylamino)-piperidine-1-carboxylic acid 9H-fluoren-9-ylmethyl ester (7.09 g, 11.4 mmol) and palladium on carbon (2.1 g, 10%, wet, Degussa, E101 NE/W) in a 4:1 mixture of THF and EtOH (100 ml) was stirred under a hydrogen atmosphere (2 balloons) at 50° C. for 6 h. The reaction mixture was cooled to 25° C. and was filtered through Celite. The Celite was washed with THF (2×25 ml), and the combined filtrate and washings were conce...